This data is from the Open Reaction Database (ORD), a public repository of structured organic reaction records. The task is: describe an organic reaction: reactants, conditions, products, and yield Starting materials: BrC1=CC2=C(NC3=C2C=C(N=C3)Cl)N=C1 (3-bromo-6-chloro-9H-dipyrido[2,3-b;4′,3′-d]pyrrole), Cl.CC1(OB(OC1(C)C)C1=CC=C(CN2CCCCC2)C=C1)C (1-[4-(4,4,5,5-tetramethyl-[1,3,2]dioxaborolan-2-yl)-benzyl]-piperidine hydrochloride), 1,1′-[bis(diphenylphosphino) ferrocene]dichloro palladium(II). Run in C(C)#N (acetonitrile), [F-].[K+] (potassium fluoride). Run at temperature 140 celsius. Product: ClC1=CC=2C3=C(NC2C=N1)N=CC(=C3)C3=CC=C(C=C3)CN3CCCCC3 (6-Chloro-3-(4-piperidin-1-ylmethyl-phenyl)-9H-dipyrido[2,3-b;4′,3′-d]pyrrole). The yield is 65.0%. Reaction SMILES: Br[C:2]1[CH:15]=[N:14][C:5]2[NH:6][C:7]3[CH:12]=[N:11][C:10]([Cl:13])=[CH:9][C:8]=3[C:4]=2[CH:3]=1.Cl.CC1(C)C(C)(C)OB([C:25]2[CH:37]=[CH:36][C:28]([CH2:29][N:30]3[CH2:35][CH2:34][CH2:33][CH2:32][CH2:31]3)=[CH:27][CH:26]=2)O1>C(#N)C.[F-].[K+]>[Cl:13][C:10]1[N:11]=[CH:12][C:7]2[NH:6][C:5]3[N:14]=[CH:15][C:2]([C:25]4[CH:26]=[CH:27][C:28]([CH2:29][N:30]5[CH2:35][CH2:34][CH2:33][CH2:32][CH2:31]5)=[CH:36][CH:37]=4)=[CH:3][C:4]=3[C:8]=2[CH:9]=1 |f:1.2,4.5|. Reported procedure: A degassed mixture of 3-bromo-6-chloro-9H-dipyrido[2,3-b;4′,3′-d]pyrrole (1.00 g, 3.55 mmol), 1-[4-(4,4,5,5-tetramethyl-[1,3,2]dioxaborolan-2-yl)-benzyl]-piperidine hydrochloride (1.24 g, 3.67 mmol) and 1,1′-[bis(diphenylphosphino) ferrocene]dichloro palladium(II) (0.29 g, 0.35 mmol) in acetonitrile (20 mL) and 2N aqueous potassium fluoride solution (10 mL) was heated under microwave irradiation at 140° C. for 30 minutes. The cooled reaction mixture was concentrated under reduced pressure and ta... The reactants are C(C)OC(=O)C=1N(C(=NC1Cl)CCCC)CC=1SC(=CC1)C1(CC=CC1)C(=O)OCC (2-butyl-5-chloro-3-[5-(1-ethoxycarbonylcyclopent-3-enyl)thiophen-2-ylmethyl]-3H-imidazole-4-carboxylic acid ethyl ester), C(C)OC(=O)C=1N(C(=NC1Cl)CCCC)CC=1SC(=CC1)C1(CC=CC1)C(=O)OCC (2-butyl-5-chloro-3-[5-(1-ethoxycarbonylcyclopent-3-enyl)thiophen-2-ylmethyl]-3H-imidazole-4-carboxylic acid ethyl ester), [OH-].[Na+] (NaOH). Run in CO (methanol). Reaction conditions: time 2 hour. Yields the product C(CCC)C1=NC(=C(N1CC=1SC(=CC1)C1(CC=CC1)C(=O)O)C(=O)O)Cl (2-butyl-3-[5-(1-carboxycyclopent-3-enyl)thiophen-2-ylmethyl]-5-chloro-3H-imidazole-4-carboxylic acid). RXN SMILES: C([O:3][C:4]([C:6]1[N:7]([CH2:16][C:17]2[S:18][C:19]([C:22]3([C:27]([O:29]CC)=[O:28])[CH2:26][CH:25]=[CH:24][CH2:23]3)=[CH:20][CH:21]=2)[C:8]([CH2:12][CH2:13][CH2:14][CH3:15])=[N:9][C:10]=1[Cl:11])=[O:5])C.[OH-].[Na+]>CO>[CH2:12]([C:8]1[N:7]([CH2:16][C:17]2[S:18][C:19]([C:22]3([C:27]([OH:29])=[O:28])[CH2:26][CH:25]=[CH:24][CH2:23]3)=[CH:20][CH:21]=2)[C:6]([C:4]([OH:5])=[O:3])=[C:10]([Cl:11])[N:9]=1)[CH2:13][CH2:14][CH3:15] |f:1.2|. Procedure: To a solution of the product of Step 1, above (71) (50 mg) in 2 ml of methanol was added 1 ml 2N NaOH. This mixture was stirred at ambient temperature for 2 hours, the solvent was removed and the residue taken up in water and extracted (2×EtOAc). The aqueous layer was then acidified with 10% HCl and extracted (3×EtOAc). The combined organics were dried over MgSO4, filtered and concentrated to dryness to yield the title compound (72).